From a dataset of the Open Reaction Database (ORD), a public repository of structured organic reaction records. describe an organic reaction: reactants, conditions, products, and yield The reactants are CCOC=1C=CC(=CC1)N (p-phenetidine), O=C1CCN(CC1)[C@@H](CC#N)C ((R)-3-(4-oxo-piperidin-1-yl)-butyronitrile). The product is NCC[C@@H](C)N1CCC(CC1)NC1=CC=C(C=C1)OCC ([1-((R)-3-amino-1-methyl-propyl)-piperidin-4-yl]-(4-ethoxy-phenyl)-amine). Yield: 71.8%. Reaction SMILES: [CH3:1][CH2:2][O:3][C:4]1[CH:5]=[CH:6][C:7]([NH2:10])=[CH:8][CH:9]=1.O=[C:12]1[CH2:17][CH2:16][N:15]([C@H:18]([CH3:22])[CH2:19][C:20]#[N:21])[CH2:14][CH2:13]1>>[NH2:21][CH2:20][CH2:19][C@H:18]([N:15]1[CH2:16][CH2:17][CH:12]([NH:10][C:7]2[CH:8]=[CH:9][C:4]([O:3][CH2:2][CH3:1])=[CH:5][CH:6]=2)[CH2:13][CH2:14]1)[CH3:22]. Procedure details: Using general procedure A with p-phenetidine (137 mg, 1.20 mmol) and (R)-3-(4-oxo-piperidin-1-yl)-butyronitrile (166 mg, 1.20 mmol) followed by general procedure J gave [1-((R)-3-amino-1-methyl-propyl)-piperidin-4-yl]-(4-ethoxy-phenyl)-amine (251 mg). The reactants are BrC=1C=C(C=CC1O)CC(=O)O ((3-Bromo-4-hydroxy-phenyl)-acetic acid), S(O)(O)(=O)=O (sulfuric acid), CCO (EtOH). Product: C(C)OC(CC1=CC(=C(C=C1)O)Br)=O ((3-Bromo-4-hydroxy-phenyl)-acetic acid ethyl ester). Reaction SMILES: [Br:1][C:2]1[CH:3]=[C:4]([CH2:9][C:10]([OH:12])=[O:11])[CH:5]=[CH:6][C:7]=1[OH:8].S(=O)(=O)(O)O.[CH3:18][CH2:19]O>>[CH2:18]([O:11][C:10](=[O:12])[CH2:9][C:4]1[CH:5]=[CH:6][C:7]([OH:8])=[C:2]([Br:1])[CH:3]=1)[CH3:19]. Reported procedure: (3-Bromo-4-hydroxy-phenyl)-acetic acid (5.6 mmol) in EtOH (20 mL) was treated with sulfuric acid (1 mL) and stirred at room temperature over the weekend. The mixture was concentrated to give the title compound. The reactants are Cl (hydrochloric acid), COC(C1=CC(=C(C=C1)Br)OCCC1=C(C=C(C=C1)Cl)Cl)=O (4-Bromo-3-[2-(2,4-dichloro-phenyl)-ethoxy]-benzoic acid methyl ester), O.[OH-].[Li+] (lithium hydroxide monohydrate), O (water). Solvent: CO (MeOH). Conditions: time 16 hour. Product: BrC1=C(C=C(C(=O)O)C=C1)OCCC1=C(C=C(C=C1)Cl)Cl (4-Bromo-3-[2-(2,4-dichloro-phenyl)-ethoxy]-benzoic acid). Reaction SMILES: C[O:2][C:3](=[O:22])[C:4]1[CH:9]=[CH:8][C:7]([Br:10])=[C:6]([O:11][CH2:12][CH2:13][C:14]2[CH:19]=[CH:18][C:17]([Cl:20])=[CH:16][C:15]=2[Cl:21])[CH:5]=1.O.O.[OH-].[Li+].Cl>CO>[Br:10][C:7]1[CH:8]=[CH:9][C:4]([C:3]([OH:22])=[O:2])=[CH:5][C:6]=1[O:11][CH2:12][CH2:13][C:14]1[CH:19]=[CH:18][C:17]([Cl:20])=[CH:16][C:15]=1[Cl:21] |f:2.3.4|. Procedure: 2 g of 4-Bromo-3-[2-(2,4-dichloro-phenyl)-ethoxy]-benzoic acid methyl ester was dissolved in 10 ml of MeOH:water/3:1. 230 mg of lithium hydroxide monohydrate were added to the solution, and the reaction was stirred at RT for 16 h then at 50° C. for 2 h. The solution was cooled to RT, then acidified with half-concentrated hydrochloric acid. The suspension was concentrated under reduced pressure and then extracted with ethyl acetate. The organic layer was dried over Na2SO4 and the solvent was remo... Reactants: CC1(OC2=CC=C(C=C2C(C1)N(S(=O)(=O)CC)CCC)O)C (N-[2,2-dimethyl-6-hydroxychroman-4-yl]-N-(1-propyl)ethanesulfonamide), [H-].[Na+] (NaH), COCCBr (2-methoxyethyl bromide). Solvent: CC(=O)N(C)C (DMA), petroleum ether. Product: COCCOC=1C=C2C(CC(OC2=CC1)(C)C)N(S(=O)(=O)CC)CCC (Ethanesulfonic acid [6-(2-methoxyethoxy)-2,2-dimethylchroman-4-yl]-(1-propyl)amide). Reaction SMILES: [CH3:1][C:2]1([CH3:22])[CH2:11][CH:10]([N:12]([CH2:18][CH2:19][CH3:20])[S:13]([CH2:16][CH3:17])(=[O:15])=[O:14])[C:9]2[C:4](=[CH:5][CH:6]=[C:7]([OH:21])[CH:8]=2)[O:3]1.[H-].[Na+].[CH3:25][O:26][CH2:27][CH2:28]Br>CC(N(C)C)=O>[CH3:25][O:26][CH2:27][CH2:28][O:21][C:7]1[CH:8]=[C:9]2[C:4](=[CH:5][CH:6]=1)[O:3][C:2]([CH3:1])([CH3:22])[CH2:11][CH:10]2[N:12]([CH2:18][CH2:19][CH3:20])[S:13]([CH2:16][CH3:17])(=[O:15])=[O:14] |f:1.2|. Procedure: 0.491 g (1.5 mmol) of N-[2,2-dimethyl-6-hydroxychroman-4-yl]-N-(1-propyl)ethanesulfonamide (Example 22b) was reacted with NaH and 2-methoxyethyl bromide in DMA. 0.27 g of the title compound was obtained from petroleum ether, m.p. 78-80° C. Starting materials: IC=1C=CC(=C(C(=O)N(C)C)C1)[N+](=O)[O-] (5-Iodo-N,N-dimethyl-2-nitrobenzamide), [Br-].C(C)OC(CC[Zn+])=O (3-ethoxy-3-oxopropylzinc bromide). The reagents and catalysts are Cl[Pd]([P](C1=CC=CC=C1)(C2=CC=CC=C2)C3=CC=CC=C3)([P](C4=CC=CC=C4)(C5=CC=CC=C5)C6=CC=CC=C6)Cl (bis(triphenylphosphine)palladium(II) dichloride). Run in O1CCCC1 (tetrahydrofuran). Reaction conditions: temperature 0 celsius, time 8 hour. Yields the product C(C)OC(CCC1=CC(=C(C=C1)[N+](=O)[O-])C(N(C)C)=O)=O (3-(3-Dimethylcarbamoyl-4-nitrophenyl)propionic acid ethyl ester). Reaction SMILES: I[C:2]1[CH:3]=[CH:4][C:5]([N+:13]([O-:15])=[O:14])=[C:6]([CH:12]=1)[C:7]([N:9]([CH3:11])[CH3:10])=[O:8].[Br-].[CH2:17]([O:19][C:20](=[O:24])[CH2:21][CH2:22][Zn+])[CH3:18]>O1CCCC1.Cl[Pd](Cl)([P](C1C=CC=CC=1)(C1C=CC=CC=1)C1C=CC=CC=1)[P](C1C=CC=CC=1)(C1C=CC=CC=1)C1C=CC=CC=1>[CH2:17]([O:19][C:20](=[O:24])[CH2:21][CH2:22][C:2]1[CH:3]=[CH:4][C:5]([N+:13]([O-:15])=[O:14])=[C:6]([C:7](=[O:8])[N:9]([CH3:11])[CH3:10])[CH:12]=1)[CH3:18] |f:1.2,^1:32,51|. Reported procedure: 5-Iodo-N,N-dimethyl-2-nitrobenzamide (2.00 g) was dissolved in tetrahydrofuran (20 mL) and bis(triphenylphosphine)palladium(II) dichloride (0.128 g) was added thereto. After cooling down to 0° C., 0.5M 3-ethoxy-3-oxopropylzinc bromide solution (22.5 mL) was added dropwise thereto, the mixture was stirred at room temperature overnight. The reaction solution was concentrated, dissolved in ethyl acetate (100 mL), washed successively with 1N hydrochloric acid (30 mL) and saturated brine (30 mL), and... Reactants: COC(=O)c1cc(Br)c(F)c(F)c1Nc1ccccc1Cl, CCOC(C)=O, O=C1CCC(=O)N1Cl, Cl, CN(C)C=O. Product: COC(=O)c1cc(Br)c(F)c(F)c1Nc1ccc(Cl)cc1Cl. RXN SMILES: [CH3:1][O:2][C:3]([c:4]1[c:5]([NH:13][c:14]2[c:15]([Cl:20])[cH:16][cH:17][cH:18][cH:19]2)[c:6]([F:12])[c:7]([F:11])[c:8]([Br:10])[cH:9]1)=[O:21].[CH3:36][CH2:37][O:38][C:39]([CH3:40])=[O:41].[Cl:22][N:23]1[C:24](=[O:25])[CH2:26][CH2:27][C:28]1=[O:29].[ClH:30].[O:31]=[CH:32][N:33]([CH3:34])[CH3:35]>>[CH3:1][O:2][C:3]([c:4]1[c:5]([NH:13][c:14]2[c:15]([Cl:20])[cH:16][c:17]([Cl:22])[cH:18][cH:19]2)[c:6]([F:12])[c:7]([F:11])[c:8]([Br:10])[cH:9]1)=[O:21].